describe an organic reaction: reactants, conditions, products, and yield From a dataset of the Open Reaction Database (ORD), a public repository of structured organic reaction records. The reactants are O (water), BrC1=NC=CC=C1C=O (2-Bromo-3-formylpyridine), C(C)(C)N(CC)C(C)C (diisopropylethylamine), C(C)(C)(C)OC(=O)N1CCNCC1 (1-(tert-butoxycarbonyl)-piperazine). Run in C1CCOC1 (THF). Yields the product C(C)(C)(C)OC(=O)N1CCN(CC1)C1=NC=CC=C1C=O (1-(tert-Butoxycarbonyl)-4-(3-formyl-2-pyridinyl)piperazine). RXN SMILES: Br[C:2]1[C:7]([CH:8]=[O:9])=[CH:6][CH:5]=[CH:4][N:3]=1.C(N(C(C)C)CC)(C)C.[C:19]([O:23][C:24]([N:26]1[CH2:31][CH2:30][NH:29][CH2:28][CH2:27]1)=[O:25])([CH3:22])([CH3:21])[CH3:20].O>C1COCC1>[C:19]([O:23][C:24]([N:26]1[CH2:31][CH2:30][N:29]([C:2]2[C:7]([CH:8]=[O:9])=[CH:6][CH:5]=[CH:4][N:3]=2)[CH2:28][CH2:27]1)=[O:25])([CH3:22])([CH3:20])[CH3:21]. Procedure details: To a stirring solution of 2-bromo-3-formylpyridine (XVI, EXAMPLE 1, 2.0 g, 10.80 mmol), and diisopropylethylamine (1.39 g, 10.80 mmol) in THF is added 1-(tert-butoxycarbonyl)-piperazine (Aldrich, 2.01 g, 10.80 mmol). The mixture is heated in a sealed tube at 100° for 16 hr, cooled to 20°-25° and poured into water (100 ml). The aqueous layer is extracted with ethyl acetate (100 ml), the organic layer separated, dried over sodium sulfate and solvent evaporated to dryness. The residue is purified v... The reactants are O[C@H](C)[C@H]1CC[C@H]2[C@@H]3C=CC4=CC(C=C[C@]4(C)[C@H]3CC[C@]12C)=O ((20R)-20-hydroxy-pregna-1,4,6-trien-3-one), [OH-].[Na+] (sodium hydroxide), O (water), OO (hydrogen peroxide). Solvent: CO (methanol). Reaction conditions: temperature 0 celsius, time 3 hour. Product: O1[C@H]2[C@@H]1C(C=C1C=C[C@H]3[C@@H]4CC[C@H]([C@@H](C)O)[C@]4(CC[C@@H]3[C@@]21C)C)=O ((20R)-1α,2α -epoxy-20-hydroxy-pregna-4,6-dien-3-one). Isolated yield 60.4%. RXN SMILES: [OH:1][C@@H:2]([C@@H:4]1[C@:21]2([CH3:22])[C@H:7]([C@H:8]3[C@H:18]([CH2:19][CH2:20]2)[C@:16]2([CH3:17])[C:11](=[CH:12][C:13](=[O:23])[CH:14]=[CH:15]2)[CH:10]=[CH:9]3)[CH2:6][CH2:5]1)[CH3:3].[OH-:24].[Na+].OO.O>CO>[O:24]1[C@H:14]2[C:13](=[O:23])[CH:12]=[C:11]3[C@:16]([CH3:17])([C@@H:15]12)[C@@H:18]1[C@H:8]([C@H:7]2[C@:21]([CH3:22])([CH2:20][CH2:19]1)[C@@H:4]([C@H:2]([OH:1])[CH3:3])[CH2:5][CH2:6]2)[CH:9]=[CH:10]3 |f:1.2|. Reported procedure: A solution of 2.79 g (8.92 mmol) of (20R)-20-hydroxy-pregna-1,4,6-trien-3-one in 27 ml of methanol is treated with 0.83 ml of 10% methanolic sodium hydroxide, cooled to 0° C., and 5.4 ml of 30% hydrogen peroxide solution are added dropwise during 10 minutes with stirring. The solution is stirred at 0° C. for 45 minutes and then at room temperature for 3 hours. The suspension formed is treated with a total of 60 ml of water in portions, cooled to 0° C. and excess peroxide is destroyed by the addi... Product: O=C(O)CS(=O)(=O)Cc1ccccc1. RXN SMILES: [CH2:17]([CH2:18][C:19]([OH:20])=[S:21])[c:22]1[cH:23][cH:24][cH:25][cH:26][cH:27]1.[CH3:30][OH:31].[CH3:32][C:33](=[O:34])[OH:35].[Cl:8][CH2:9][c:10]1[cH:11][cH:12][cH:13][cH:14][cH:15]1.[ClH:16].[Na+:2].[OH-:1].[OH:28][OH:29].[OH:3][C:4](=[O:5])[CH2:6][SH:7]>>[O:1]=[S:7]([CH2:6][C:4]([OH:3])=[O:5])([CH2:9][c:10]1[cH:11][cH:12][cH:13][cH:14][cH:15]1)=[O:28]. The reactants are OC(=S)CCc1ccccc1, CO, CC(=O)O, ClCc1ccccc1, Cl, [Na+], [OH-], OO, O=C(O)CS. Reactants: C(#N)C(C)(CCC1=C(C(=C(C(=C1C)OC(C)=O)C)C)O)O ((±)-2-cyano-4-(5-acetoxy-2-hydroxy-3,4,6-trimethylphenyl)butan-2-ol), S(O)(O)(=O)=O (Sulfuric acid), ice H2O. The solvent is CO (methanol). Conditions: time 72 hour. Yields the product C(#N)C1(OC2=C(C(=C(C(=C2CC1)C)O)C)C)C ((±)-2-cyano-6-hydroxy-2,5,7,8-tetramethylchroman). RXN SMILES: [C:1]([C:3]([OH:21])([CH2:5][CH2:6][C:7]1[C:12]([CH3:13])=[C:11]([O:14]C(=O)C)[C:10]([CH3:18])=[C:9]([CH3:19])[C:8]=1O)[CH3:4])#[N:2].S(=O)(=O)(O)O>CO>[C:1]([C:3]1([CH3:4])[CH2:5][CH2:6][C:7]2[C:8](=[C:9]([CH3:19])[C:10]([CH3:18])=[C:11]([OH:14])[C:12]=2[CH3:13])[O:21]1)#[N:2]. Reported procedure: A solution of 5.31 g. of (±)-2-cyano-4-(5-acetoxy-2-hydroxy-3,4,6-trimethylphenyl)butan-2-ol in 60 ml. of methanol was cooled in an ice bath under N2. Sulfuric acid (3.8 ml.) was added over 5 minutes. The light yellow solution was stirred at 23° for 72 hours and then at reflux for 5 hours, cooled, poured into ice-H2O and filtered. The solid was washed with H2O and crystallized from ether-30°-60° petroleum ether to give (±)-2-cyano-6-hydroxy-2,5,7,8-tetramethylchroman as a white needle, m.p. 152....